Task: describe an organic reaction: reactants, conditions, products, and yield. Dataset: the Open Reaction Database (ORD), a public repository of structured organic reaction records Starting materials: [H-].[Na+] (sodium hydride), solution, S(=O)(=O)(C1=CC=C(C)C=C1)OCCCCCCOC(=O)C=1C(C(=C(NC1C)C)C(=O)OC)C1=CC(=CC=C1)[N+](=O)[O-] (1,4-dihydro-2,6-dimethyl-4-(3-nitrophenyl)-3-methoxycarbonylpyridine-5-carboxylic acid 6-tosyloxyhexyl ester), C1OC=2C=C(C=CC2O1)C=1N=NC(C1)=O (3-(3,4-methylenedioxyphenyl)-5-pyrazolone), [H][H] (hydrogen), ice water. Yield: 51.9%. Yields the product C1OC=2C=C(C=CC2O1)C1=CC(=NN1)OCCCCCCOC(=O)C=1C(C(=C(NC1C)C)C(=O)OC)C1=CC(=CC=C1)[N+](=O)[O-] (1,4-dihydro-2,6-dimethyl-4-(3-nitrophenyl)-3-methoxycarbonylpyridine-5-carboxylic acid 6-[5-(3,4-methylenedioxyphenyl)-3-pyrazolyloxy]hexyl ester). Procedure details: 0.24 g (10 mmole) of sodium hydride was suspended in 10 ml of N,N-dimethylformamide, to which was added 2.45 g (12 mmole) of 3-(3,4-methylenedioxyphenyl)-5-pyrazolone with stirring at room temperature. After evolution of hydrogen had ceased, to this solution was added dropwise 10 ml of a solution of 5.87 g (10 mmole) of 1,4-dihydro-2,6-dimethyl-4-(3-nitrophenyl)-3-methoxycarbonylpyridine-5-carboxylic acid 6-tosyloxyhexyl ester in N,N-dimethylformamide, and the mixture was stirred and heated at 9... Run in CN(C=O)C (N,N-dimethylformamide), CN(C=O)C (N,N-dimethylformamide). RXN SMILES: [H-].[Na+].[CH2:3]1[O:11][C:10]2[CH:9]=[CH:8][C:7]([C:12]3[N:13]=[N:14][C:15](=[O:17])[CH:16]=3)=[CH:6][C:5]=2[O:4]1.[H][H].S(O[CH2:31][CH2:32][CH2:33][CH2:34][CH2:35][CH2:36][O:37][C:38]([C:40]1[CH:41]([C:52]2[CH:57]=[CH:56][CH:55]=[C:54]([N+:58]([O-:60])=[O:59])[CH:53]=2)[C:42]([C:48]([O:50][CH3:51])=[O:49])=[C:43]([CH3:47])[NH:44][C:45]=1[CH3:46])=[O:39])(C1C=CC(C)=CC=1)(=O)=O>CN(C)C=O>[CH2:3]1[O:11][C:10]2[CH:9]=[CH:8][C:7]([C:12]3[NH:13][N:14]=[C:15]([O:17][CH2:31][CH2:32][CH2:33][CH2:34][CH2:35][CH2:36][O:37][C:38]([C:40]4[CH:41]([C:52]5[CH:57]=[CH:56][CH:55]=[C:54]([N+:58]([O-:60])=[O:59])[CH:53]=5)[C:42]([C:48]([O:50][CH3:51])=[O:49])=[C:43]([CH3:47])[NH:44][C:45]=4[CH3:46])=[O:39])[CH:16]=3)=[CH:6][C:5]=2[O:4]1 |f:0.1|. Starting materials: CC(=O)N1CCCC(C(c2ccccc2)c2ccccc2)C1, O=C([O-])[O-], CO, [K+], [K+], [K+], [OH-]. The product is c1ccc(C(c2ccccc2)C2CCCNC2)cc1. Reaction SMILES: [C:1](=[O:2])([CH3:3])[N:4]1[CH2:5][CH:6]([CH:10]([c:11]2[cH:12][cH:13][cH:14][cH:15][cH:16]2)[c:17]2[cH:18][cH:19][cH:20][cH:21][cH:22]2)[CH2:7][CH2:8][CH2:9]1.[C:25](=[O:26])([O-:27])[O-:28].[CH3:31][OH:32].[K+:24].[K+:29].[K+:30].[OH-:23]>>[NH:4]1[CH2:5][CH:6]([CH:10]([c:11]2[cH:12][cH:13][cH:14][cH:15][cH:16]2)[c:17]2[cH:18][cH:19][cH:20][cH:21][cH:22]2)[CH2:7][CH2:8][CH2:9]1. The reactants are CC#N, O, COC(=O)C1C(=O)CCN(Cc2cccnc2)C1=O. Product: O=C1CCN(Cc2cccnc2)C(=O)C1. Reaction SMILES: [CH3:20][C:21]#[N:22].[OH2:23].[n:1]1[cH:2][c:3]([CH2:7][N:8]2[C:9](=[O:19])[CH:10]([C:15]([O:16][CH3:17])=[O:18])[C:11](=[O:14])[CH2:12][CH2:13]2)[cH:4][cH:5][cH:6]1>>[n:1]1[cH:2][c:3]([CH2:7][N:8]2[C:9](=[O:19])[CH2:10][C:11](=[O:14])[CH2:12][CH2:13]2)[cH:4][cH:5][cH:6]1. Reactants: O=C1C=CCC1, CO, Cc1cc(C=O)c(Cl)nc1-c1ccccc1, O, c1c[nH]cn1. Product: Cc1cc(C(O)C2=CCCC2=O)c(Cl)nc1-c1ccccc1. Reaction SMILES: [C:22]1(=[O:27])[CH:23]=[CH:24][CH2:25][CH2:26]1.[CH3:28][OH:29].[Cl:1][c:2]1[c:3]([CH:4]=[O:5])[cH:6][c:7]([CH3:16])[c:8](-[c:10]2[cH:11][cH:12][cH:13][cH:14][cH:15]2)[n:9]1.[OH2:30].[nH:17]1[cH:18][cH:19][n:20][cH:21]1>>[Cl:1][c:2]1[c:3]([CH:4]([OH:5])[C:23]2=[CH:24][CH2:25][CH2:26][C:22]2=[O:27])[cH:6][c:7]([CH3:16])[c:8](-[c:10]2[cH:11][cH:12][cH:13][cH:14][cH:15]2)[n:9]1.